From a dataset of the Open Reaction Database (ORD), a public repository of structured organic reaction records. describe an organic reaction: reactants, conditions, products, and yield Reactants: O[C@@H]1[C@H](COC1)OC1=NC(=NC2=CC=CC=C12)N1CCNCC1 (4-[(3S,4S)-(4-hydroxytetrahydrofuran-3-yl)oxy]-2-(1-piperazinyl)quinazoline), CC(=O)C (acetone). Yields the product C(C)(=O)O.O[C@@H]1[C@H](COC1)OC1=NC(=NC2=CC=CC=C12)N1CCNCC1 (4-[(3S,4S)-(4-hydroxytetrahydrofuran-3-yl)oxy]-2-(1-piperazinyl) quinazoline monoacetate). As a reaction SMILES: [OH:1][C@H:2]1[CH2:6][O:5][CH2:4][C@@H:3]1[O:7][C:8]1[C:17]2[C:12](=[CH:13][CH:14]=[CH:15][CH:16]=2)[N:11]=[C:10]([N:18]2[CH2:23][CH2:22][NH:21][CH2:20][CH2:19]2)[N:9]=1.CC(C)=[O:26]>>[C:6]([OH:26])(=[O:5])[CH3:2].[OH:1][C@H:2]1[CH2:6][O:5][CH2:4][C@@H:3]1[O:7][C:8]1[C:17]2[C:12](=[CH:13][CH:14]=[CH:15][CH:16]=2)[N:11]=[C:10]([N:18]2[CH2:19][CH2:20][NH:21][CH2:22][CH2:23]2)[N:9]=1 |f:2.3|. Procedure: 4-[(3S,4S)-(4-Hydroxytetrahydrofuran-3-yl)oxy]-2-(1-piperazinyl)quinazoline (cf. Example 16) (2.37 g) is dissolved in acetone (100 ml) with heating, and the mixture is filtered. The filtrate is concentrated to about 60 ml volume, and thereto is added acetic acid (495 mg), and the mixture is allowed to stand at room temperature. The precipitated crystals are separated by filtration to give 4-[(3S,4S)-(4-hydroxytetrahydrofuran-3-yl)oxy]-2-(1-piperazinyl) quinazoline monoacetate (2.37 g).